From a dataset of the Open Reaction Database (ORD), a public repository of structured organic reaction records. describe an organic reaction: reactants, conditions, products, and yield Reactants: BrC1=CC(=C(C(=O)Cl)C=C1)F (4-bromo-2-fluorobenzoyl chloride), Cl.CC=1C(=NC(=C(C1)C)C)N1CCNCC1 (1-(3,5,6-trimethylpyridin-2-yl)piperazine hydrochloride). Product: BrC1=CC(=C(C=C1)C(=O)N1CCN(CC1)C1=NC(=C(C=C1C)C)C)F ((4-bromo-2-fluorophenyl)[4-(3,5,6-trimethylpyridin-2-yl)piperazin-1-yl]methanone). Isolated yield 59.5%. Reaction SMILES: [Br:1][C:2]1[CH:10]=[CH:9][C:5]([C:6](Cl)=[O:7])=[C:4]([F:11])[CH:3]=1.Cl.[CH3:13][C:14]1[C:15]([N:22]2[CH2:27][CH2:26][NH:25][CH2:24][CH2:23]2)=[N:16][C:17]([CH3:21])=[C:18]([CH3:20])[CH:19]=1>>[Br:1][C:2]1[CH:10]=[CH:9][C:5]([C:6]([N:25]2[CH2:26][CH2:27][N:22]([C:15]3[C:14]([CH3:13])=[CH:19][C:18]([CH3:20])=[C:17]([CH3:21])[N:16]=3)[CH2:23][CH2:24]2)=[O:7])=[C:4]([F:11])[CH:3]=1 |f:1.2|. Procedure: By reaction and treatment in the same manner as in Preparation Example 8 and using 4-bromo-2-fluorobenzoyl chloride (5 g) and 1-(3,5,6-trimethylpyridin-2-yl)piperazine hydrochloride (5 g) described in Preparation Example 52, the title compound (5 g) was obtained. The reactants are CN1C(NC(C=2N(C=NC12)CCC)=O)=O (3-methyl-7-propylxanthine), BrCCCCC(C)=O (1-bromo-5-hexanone), [OH-].[Na+] (sodium hydroxide). Solvent: CO (methanol), O (water). Product: O=C(CCCCN1C(=O)N(C=2N=CN(C2C1=O)CCC)C)C (1-(5-Oxohexyl)-3-methyl-7-propylxanthine), CN1C(NC(C=2N(C=NC12)CCC)=O)=O (3-methyl-7-propylxanthine). Reaction SMILES: [CH3:1][N:2]1[C:10]2[N:9]=[CH:8][N:7]([CH2:11][CH2:12][CH3:13])[C:6]=2[C:5](=[O:14])[NH:4][C:3]1=[O:15].[OH-].[Na+].Br[CH2:19][CH2:20][CH2:21][CH2:22][C:23](=[O:25])[CH3:24]>CO.O>[O:25]=[C:23]([CH3:24])[CH2:22][CH2:21][CH2:20][CH2:19][N:4]1[C:5](=[O:14])[C:6]2[N:7]([CH2:11][CH2:12][CH3:13])[CH:8]=[N:9][C:10]=2[N:2]([CH3:1])[C:3]1=[O:15].[CH3:1][N:2]1[C:10]2[N:9]=[CH:8][N:7]([CH2:11][CH2:12][CH3:13])[C:6]=2[C:5](=[O:14])[NH:4][C:3]1=[O:15] |f:1.2|. Procedure: 437.2 g of 3-methyl-7-propylxanthine are suspended in a mixture of 240 g of methanol and 321 g of water and induced to dissolve at elevated temperature with 160 g of 50% strength sodium hydroxide solution, and subsequently at the boiling point 358 g of 1-bromo-5-hexanone are added and the mixture is heated to reflux for 41/2 hours. After cooling, unreacted 3-methyl-7-propylxanthine is separated off and the alcohol is removed by distillation. The aqueous solution is adjusted to pH 11 with sodium ... Reactants: [Si](C)(C)(C(C)(C)C)O[C@@H]1C=2C3=C(C(=NC2CC(C1)(C)C)C(C)C)C(OC31CCOCC1)=O ((S)-9-(tert-butyldimethylsilyloxy)-4-isopropyl-7,7-dimethyl-2′,3′,5′,6,6′,7,8,9-octahydro-3H-spiro[furo[3,4-c]quinoline-1,4′-pyran]-3-one), IC1=CC=C(C=C1)C(F)(F)F (1-Iodo-4-(trifluoromethyl)benzene), solution, C(C)(C)(C)[Li] (tert.-butyllithium). Solvent: O1CCCC1 (tetrahydrofurane), O1CCCC1 (tetrahydrofurane), CCCCC (n-pentan). Conditions: temperature -78 celsius, time 30 minute. The product is [Si](C)(C)(C(C)(C)C)O[C@@H]1C=2C3=C(C(=NC2CC(C1)(C)C)C(C)C)C(OC31CCOCC1)(O)C1=CC=C(C=C1)C(F)(F)F ((9S)-9-(tert-Butyldimethylsilyloxy)-4-isopropyl-7,7-dimethyl-3-(4-(trifluoromethyl)phenyl)-2′,3′,5′,6,6′,7,8,9-octahydro-3H-spiro[furo[3,4-c]quinoline-1,4′-pyran]-3-ol). As a reaction SMILES: I[C:2]1[CH:7]=[CH:6][C:5]([C:8]([F:11])([F:10])[F:9])=[CH:4][CH:3]=1.C([Li])(C)(C)C.[Si:17]([O:24][C@H:25]1[CH2:34][C:33]([CH3:36])([CH3:35])[CH2:32][C:31]2[N:30]=[C:29]([CH:37]([CH3:39])[CH3:38])[C:28]3[C:40](=[O:48])[O:41][C:42]4([CH2:47][CH2:46][O:45][CH2:44][CH2:43]4)[C:27]=3[C:26]1=2)([C:20]([CH3:23])([CH3:22])[CH3:21])([CH3:19])[CH3:18]>O1CCCC1.CCCCC>[Si:17]([O:24][C@H:25]1[CH2:34][C:33]([CH3:35])([CH3:36])[CH2:32][C:31]2[N:30]=[C:29]([CH:37]([CH3:38])[CH3:39])[C:28]3[C:40]([C:2]4[CH:7]=[CH:6][C:5]([C:8]([F:11])([F:10])[F:9])=[CH:4][CH:3]=4)([OH:48])[O:41][C:42]4([CH2:43][CH2:44][O:45][CH2:46][CH2:47]4)[C:27]=3[C:26]1=2)([C:20]([CH3:22])([CH3:23])[CH3:21])([CH3:18])[CH3:19]. Procedure details: 0.12 g 1-Iodo-4-(trifluoromethyl)benzene are dissolved in 3 ml tetrahydrofurane, cooled to −78° C. and treated dropwise with 0.54 ml of a 1.6 M solution of tert.-butyllithium in n-pentan. The mixture is stirred for 30 minutes and then a solution of 0.10 g (S)-9-(tert-butyldimethylsilyloxy)-4-isopropyl-7,7-dimethyl-2′,3′,5′,6,6′,7,8,9-octahydro-3H-spiro[furo[3,4-c]quinoline-1,4′-pyran]-3-one in 1 ml tetrahydrofurane is added dropwise. The mixture is stirred for 30 minutes at −78° C. and for 1 hou... Starting materials: P(=O)(OCC(COCCCCCCCCCCCCCCCCCC)OCC1=CC=CC=C1)(OCCBr)[O-] (2-benzyloxy-3-(octadecyloxy)propyl 2-bromoethyl phosphate), CN1CCCC1 (N-methylpyrrolidine). The reagents and catalysts are C([O-])([O-])=O.[Ag+2] (silver carbonate). The solvent is C1(=CC=CC=C1)C (toluene). Run at time 8 hour. The product is P(=O)(OCC(COCCCCCCCCCCCCCCCCCC)OCC1=CC=CC=C1)(OCC[N+]1(CCCC1)C)[O-] (2-benzyloxy-3-(octadecyloxy)-propyl 2-(N-methylpyrrolidinio)ethyl phosphate). Isolated yield 46.6%. As a reaction SMILES: [P:1]([O-:38])([O:34][CH2:35][CH2:36]Br)([O:3][CH2:4][CH:5]([O:26][CH2:27][C:28]1[CH:33]=[CH:32][CH:31]=[CH:30][CH:29]=1)[CH2:6][O:7][CH2:8][CH2:9][CH2:10][CH2:11][CH2:12][CH2:13][CH2:14][CH2:15][CH2:16][CH2:17][CH2:18][CH2:19][CH2:20][CH2:21][CH2:22][CH2:23][CH2:24][CH3:25])=[O:2].[CH3:39][N:40]1[CH2:44][CH2:43][CH2:42][CH2:41]1>C1(C)C=CC=CC=1.C(=O)([O-])[O-].[Ag+2]>[P:1]([O-:38])([O:34][CH2:35][CH2:36][N+:40]1([CH3:39])[CH2:44][CH2:43][CH2:42][CH2:41]1)([O:3][CH2:4][CH:5]([O:26][CH2:27][C:28]1[CH:33]=[CH:32][CH:31]=[CH:30][CH:29]=1)[CH2:6][O:7][CH2:8][CH2:9][CH2:10][CH2:11][CH2:12][CH2:13][CH2:14][CH2:15][CH2:16][CH2:17][CH2:18][CH2:19][CH2:20][CH2:21][CH2:22][CH2:23][CH2:24][CH3:25])=[O:2] |f:3.4|. Procedure details: In 30 ml of toluene were dissolved 7.5 g (12 mmole) of 2-benzyloxy-3-(octadecyloxy)propyl 2-bromoethyl phosphate and 10.2 g (120 mmole) of N-methylpyrrolidine, and the solution was allowed to stand at room temperature for 8 hours. The solvent was distilled off under reduced pressure, and the residue was dissolved in 60 ml of methanol. 3.3 g (12 mmole) of silver carbonate was added to the solution, followed by heating under reflux for 1 hour. The insoluble material was filtered off, and the filtr... Reactants: C(#N)C(C(C(=O)OCC)=O)C1=CC=CC=C1 (ethyl 3-cyano-3-phenylpyruvate), CSC1=CC=C(C=C1)CC#N (p-methylthiophenylacetonitrile), [O-]CC.[Na+] (sodium ethoxide). The product is CSC1=CC=C(C=C1)C(C#N)C(C(C(C#N)C1=CC=CC=C1)=O)=O (2-(p-methylthiophenyl)-5-phenyl-3,4-dioxoadiponitrile). As a reaction SMILES: [C:1]([CH:3]([C:11]1[CH:16]=[CH:15][CH:14]=[CH:13][CH:12]=1)[C:4](=[O:10])[C:5]([O:7]CC)=O)#[N:2].[CH3:17][S:18][C:19]1[CH:24]=[CH:23][C:22]([CH2:25][C:26]#[N:27])=[CH:21][CH:20]=1.[O-]CC.[Na+]>>[CH3:17][S:18][C:19]1[CH:24]=[CH:23][C:22]([CH:25]([C:5](=[O:7])[C:4](=[O:10])[CH:3]([C:11]2[CH:12]=[CH:13][CH:14]=[CH:15][CH:16]=2)[C:1]#[N:2])[C:26]#[N:27])=[CH:21][CH:20]=1 |f:2.3|. Reported procedure: As described in Example 1, ethyl 3-cyano-3-phenylpyruvate is reacted with p-methylthiophenylacetonitrile in an alcoholic solution of sodium ethoxide to give 2-(p-methylthiophenyl)-5-phenyl-3,4-dioxoadiponitrile. The latter is refluxed in a mixture of water, glacial acetic acid and concentrated sulfuric acid to give a mixture of 4- and 4'-methylthiopulvinic acid which is then refluxed in acetic anhydride to result in the formation of 4-methylthiopulvinic acid lactone. The reactants are ClC1=CC=C(C=C1)C(C1=C(C=NC=2N(C(N(C(C21)=O)CCCOC2OCCCC2)=O)C)OC=2C=NC=CC2)O (5-((4-chlorophenyl)(hydroxy)methyl)-1-methyl-6-(pyridin-3-yloxy)-3-(3-((tetrahydro-2H-pyran-2-yl)oxy)propyl)pyrido[2,3-d]pyrimidine-2,4(1H,3H)-dione). The reagents and catalysts are [Zn] (Zn). Run in C(=O)O (HCOOH). Run at temperature 50 celsius. The product is C(=O)OCCCN1C(N(C2=C(C1=O)C(=C(C=N2)OC=2C=NC=CC2)CC2=CC=C(C=C2)Cl)C)=O (3-(5-(4-chlorobenzyl)-1-methyl-2,4-dioxo-6-(pyridin-3-yloxy)-1,2-dihydropyrido[2,3-d]pyrimidin-3(4H)-yl)propyl formate). Isolated yield 16.7%. RXN SMILES: [Cl:1][C:2]1[CH:7]=[CH:6][C:5]([CH:8](O)[C:9]2[C:18]3[C:17](=[O:19])[N:16]([CH2:20][CH2:21][CH2:22][O:23][CH:24]4CCCC[O:25]4)[C:15](=[O:30])[N:14]([CH3:31])[C:13]=3[N:12]=[CH:11][C:10]=2[O:32][C:33]2[CH:34]=[N:35][CH:36]=[CH:37][CH:38]=2)=[CH:4][CH:3]=1>C(O)=O.[Zn]>[CH:24]([O:23][CH2:22][CH2:21][CH2:20][N:16]1[C:17](=[O:19])[C:18]2[C:9]([CH2:8][C:5]3[CH:4]=[CH:3][C:2]([Cl:1])=[CH:7][CH:6]=3)=[C:10]([O:32][C:33]3[CH:34]=[N:35][CH:36]=[CH:37][CH:38]=3)[CH:11]=[N:12][C:13]=2[N:14]([CH3:31])[C:15]1=[O:30])=[O:25]. Procedure details: To a solution of 5-((4-chlorophenyl)(hydroxy)methyl)-1-methyl-6-(pyridin-3-yloxy)-3-(3-((tetrahydro-2H-pyran-2-yl)oxy)propyl)pyrido[2,3-d]pyrimidine-2,4(1H,3H)-dione (71 mg, 0.128 mmol) in HCOOH (3 mL) was added Zn dust (40.9 mg, 0.641 mmol). The reaction was heated at 50° C. for 2 h, cooled and filtered. The filtrate was concentrated to a residue which was purified by Prep TLC eluted with PE/EA (1:1) (three times) to give 3-(5-(4-chlorobenzyl)-1-methyl-2,4-dioxo-6-(pyridin-3-yloxy)-1,2-dihydrop... Reactants: COC(=O)c1cccc2cc(O)cnc12, CC(C)=O, O=[N+]([O-])c1cc(Cl)c(Cl)c(Cl)c1, [K+], [K+], O=C([O-])[O-]. RXN SMILES: [CH3:1][O:2][C:3](=[O:4])[c:5]1[cH:6][cH:7][cH:8][c:9]2[cH:10][c:11]([OH:15])[cH:12][n:13][c:14]12.[CH3:34][C:35](=[O:36])[CH3:37].[Cl:16][c:17]1[cH:18][c:19]([N+:25](=[O:26])[O-:27])[cH:20][c:21]([Cl:24])[c:22]1[Cl:23].[K+:28].[K+:29].[O-:30][C:31]([O-:32])=[O:33]>>[CH3:1][O:2][C:3](=[O:4])[c:5]1[cH:6][cH:7][cH:8][c:9]2[cH:10][c:11]([O:15][c:22]3[c:17]([Cl:16])[cH:18][c:19]([N+:25](=[O:26])[O-:27])[cH:20][c:21]3[Cl:24])[cH:12][n:13][c:14]12. Yields the product COC(=O)c1cccc2cc(Oc3c(Cl)cc([N+](=O)[O-])cc3Cl)cnc12. The reactants are F[B-](F)(F)F, CC(C(=O)O)C(=O)NC1C(=O)N(C)c2ccccc2-c2ccccc21, CC#N, NCC1CC1, O=C(O)C(F)(F)F, CN(C)C=O, CN(C)C(On1ccccc1=O)=[N+](C)C. Product: CC(C(=O)NCC1CC1)C(=O)NC1C(=O)N(C)c2ccccc2-c2ccccc21. As a reaction SMILES: [B-:31]([F:32])([F:33])([F:34])[F:35].[CH3:1][CH:2]([C:3](=[O:4])[OH:5])[C:6](=[O:7])[NH:8][CH:9]1[c:10]2[c:11]([cH:22][cH:23][cH:24][cH:25]2)-[c:12]2[c:13]([cH:18][cH:19][cH:20][cH:21]2)[N:14]([CH3:17])[C:15]1=[O:16].[CH3:51][C:52]#[N:53].[CH:26]1([CH2:29][NH2:30])[CH2:27][CH2:28]1.[F:59][C:60]([F:61])([F:62])[C:63]([OH:64])=[O:65].[O:54]=[CH:55][N:56]([CH3:57])[CH3:58].[n:36]1([O:37][C:38]([N:39]([CH3:40])[CH3:41])=[N+:42]([CH3:43])[CH3:44])[cH:45][cH:46][cH:47][cH:48][c:49]1=[O:50]>>[CH3:1][CH:2]([C:3](=[O:4])[NH:30][CH2:29][CH:26]1[CH2:27][CH2:28]1)[C:6](=[O:7])[NH:8][CH:9]1[c:10]2[c:11]([cH:22][cH:23][cH:24][cH:25]2)-[c:12]2[c:13]([cH:18][cH:19][cH:20][cH:21]2)[N:14]([CH3:17])[C:15]1=[O:16]. Starting materials: C(C1=CC=CC=C1)(=O)SC(C(=O)N[C@@H](CC(C)C)C(=O)O)C (N-(2-benzoylmercaptopropionyl)leucine), NC(CC(C)C)C(=O)O (DL-leucine), C(C1=CC=CC=C1)(=S)O (thiobenzoic acid), N[C@@H](CC(C)C)C(=O)O (leucine), [OH-].[Na+] (NaOH), BrC(C(=O)Cl)C (2-bromopropionylchloride), [OH-].[Na+] (NaOH). The solvent is N (ammonia). Yields the product SC(C(=O)N[C@@H](CC(C)C)C(=O)O)C (N-(2-mercaptopropionyl)leucine). Yield: 63.9%. As a reaction SMILES: NC(C(O)=O)CC(C)C.[OH-].[Na+].BrC(C)C(Cl)=O.C(O)(=S)C1C=CC=CC=1.C([S:35][CH:36]([CH3:48])[C:37]([NH:39][C@H:40]([C:45]([OH:47])=[O:46])[CH2:41][CH:42]([CH3:44])[CH3:43])=[O:38])(=O)C1C=CC=CC=1.N[C@H](C(O)=O)CC(C)C>N>[SH:35][CH:36]([CH3:48])[C:37]([NH:39][C@H:40]([C:45]([OH:47])=[O:46])[CH2:41][CH:42]([CH3:43])[CH3:44])=[O:38] |f:1.2|. Procedure: 13.1g (0.10 mol) of DL-leucine was neutralized with 50 ml of 2N-NaOH solution and to the solution were simultaneously added dropwise 17.1g (0.10 mol) of 2-bromopropionylchloride and 50 ml of 2N-NaOH solution at room temperature over one hour while stirring and maintaining the reaction mixture in a slightly alkaline condition. After completion of the addition, the ice bath used was removed and the mixture was stirred at room temperature for 3 hours. Successively, to the mixture was added the filt... Reactants: N(=NC(=O)OCC)C(=O)OCC (diethyl azodicarboxylate), [N+](=O)([O-])C1=C(C=C(C=C1)O)C(F)(F)F (1-Nitro-4-hydroxy-2-trifluromethylbenzene), C1(CC1)CO (cyclopropylcarbinol), C1(=CC=CC=C1)P(C1=CC=CC=C1)C1=CC=CC=C1 (Triphenylphosphine). The solvent is C1CCOC1 (THF), C1CCOC1 (THF). Conditions: temperature 20 celsius, time 16 hour. The product is C1(CC1)COC1=CC(=C(C=C1)[N+](=O)[O-])C(F)(F)F (4-cyclopropylmethoxy-1-nitro-2-trifluoromethylbenzene). Isolated yield 38.3%. RXN SMILES: [N+:1]([C:4]1[CH:9]=[CH:8][C:7]([OH:10])=[CH:6][C:5]=1[C:11]([F:14])([F:13])[F:12])([O-:3])=[O:2].[CH:15]1([CH2:18]O)[CH2:17][CH2:16]1.C1(P(C2C=CC=CC=2)C2C=CC=CC=2)C=CC=CC=1.N(C(OCC)=O)=NC(OCC)=O>C1COCC1>[CH:15]1([CH2:18][O:10][C:7]2[CH:8]=[CH:9][C:4]([N+:1]([O-:3])=[O:2])=[C:5]([C:11]([F:12])([F:13])[F:14])[CH:6]=2)[CH2:17][CH2:16]1. Procedure details: 1-Nitro-4-hydroxy-2-trifluromethylbenzene (5.0 g, 14 mmol) and cyclopropylcarbinol (1.75 g, 24 mmol) were dissolved in THF (20 mL) under nitrogen. Triphenylphosphine (9.5 g, 36 mmol) was added and diethyl azodicarboxylate (5.7 mL, 36 mmol) dissolved in THF (10 mL) was added over 30 minutes. The reaction mixture was stirred at 20° C. for 16 hours and then concentrated in vacuo. The residue was dissolved in ethyl acetate (25 mL) and heptane (40 mL). The mixture was filtered and the filtrate was co...